describe an organic reaction: reactants, conditions, products, and yield From a dataset of the Open Reaction Database (ORD), a public repository of structured organic reaction records. Reactants: C1CCOC1, COC(=O)c1sc(-c2ccccc2)cc1N(Cc1ccc(-c2cccc(C(F)(F)F)c2)o1)C(=O)c1ccc(Cl)cc1Cl, [Li+], [OH-], O. Product: O=C(O)c1sc(-c2ccccc2)cc1N(Cc1ccc(-c2cccc(C(F)(F)F)c2)o1)C(=O)c1ccc(Cl)cc1Cl. As a reaction SMILES: [CH2:45]1[O:46][CH2:47][CH2:48][CH2:49]1.[CH3:1][O:2][C:3](=[O:4])[c:5]1[s:6][c:7](-[c:37]2[cH:38][cH:39][cH:40][cH:41][cH:42]2)[cH:8][c:9]1[N:10]([CH2:11][c:12]1[o:13][c:14](-[c:17]2[cH:18][c:19]([C:23]([F:24])([F:25])[F:26])[cH:20][cH:21][cH:22]2)[cH:15][cH:16]1)[C:27]([c:28]1[c:29]([Cl:35])[cH:30][c:31]([Cl:34])[cH:32][cH:33]1)=[O:36].[Li+:43].[OH-:44].[OH2:50]>>[O:2]=[C:3]([OH:4])[c:5]1[s:6][c:7](-[c:37]2[cH:38][cH:39][cH:40][cH:41][cH:42]2)[cH:8][c:9]1[N:10]([CH2:11][c:12]1[o:13][c:14](-[c:17]2[cH:18][c:19]([C:23]([F:24])([F:25])[F:26])[cH:20][cH:21][cH:22]2)[cH:15][cH:16]1)[C:27]([c:28]1[c:29]([Cl:35])[cH:30][c:31]([Cl:34])[cH:32][cH:33]1)=[O:36].